This data is from the Open Reaction Database (ORD), a public repository of structured organic reaction records. The task is: describe an organic reaction: reactants, conditions, products, and yield The reactants are ClC1=CC2=NC=CN=C2C(=N1)NCC1CN(CCC1(F)F)C(=O)OC(C)(C)C (tert-butyl 3-((7-chloropyrido[4,3-b]pyrazin-5-ylamino)methyl)-4,4-difluoropiperidine-1-carboxylate), CN(CC(=O)OCC)C1=CC=C(C=C1)B1OC(C(O1)(C)C)(C)C (ethyl 2-(methyl(4-(4,4,5,5-tetramethyl-1,3,2-dioxaborolan-2-yl)phenyl)amino)acetate), C(=O)([O-])[O-].[Cs+].[Cs+] (Cs2CO3). As a reaction SMILES: Cl[C:2]1[N:11]=[C:10]([NH:12][CH2:13][CH:14]2[C:19]([F:21])([F:20])[CH2:18][CH2:17][N:16]([C:22]([O:24][C:25]([CH3:28])([CH3:27])[CH3:26])=[O:23])[CH2:15]2)[C:9]2[C:4](=[N:5][CH:6]=[CH:7][N:8]=2)[CH:3]=1.[CH3:29][N:30]([C:37]1[CH:42]=[CH:41][C:40](B2OC(C)(C)C(C)(C)O2)=[CH:39][CH:38]=1)[CH2:31][C:32]([O:34][CH2:35][CH3:36])=[O:33].C([O-])([O-])=O.[Cs+].[Cs+]>O1CCOCC1.O.C1C=CC([P]([Pd]([P](C2C=CC=CC=2)(C2C=CC=CC=2)C2C=CC=CC=2)([P](C2C=CC=CC=2)(C2C=CC=CC=2)C2C=CC=CC=2)[P](C2C=CC=CC=2)(C2C=CC=CC=2)C2C=CC=CC=2)(C2C=CC=CC=2)C2C=CC=CC=2)=CC=1>[CH2:35]([O:34][C:32](=[O:33])[CH2:31][N:30]([CH3:29])[C:37]1[CH:42]=[CH:41][C:40]([C:2]2[N:11]=[C:10]([NH:12][CH2:13][CH:14]3[C:19]([F:20])([F:21])[CH2:18][CH2:17][N:16]([C:22]([O:24][C:25]([CH3:26])([CH3:28])[CH3:27])=[O:23])[CH2:15]3)[C:9]3[C:4](=[N:5][CH:6]=[CH:7][N:8]=3)[CH:3]=2)=[CH:39][CH:38]=1)[CH3:36] |f:2.3.4,^1:68,70,89,108|. The product is C(C)OC(CN(C1=CC=C(C=C1)C1=CC2=NC=CN=C2C(=N1)NCC1CN(CCC1(F)F)C(=O)OC(C)(C)C)C)=O (tert-butyl 3-((7-(4-((2-ethoxy-2-oxoethyl)(methyl)amino)phenyl)pyrido[4,3-b]pyrazin-5-ylamino)methyl)-4,4-difluoropiperidine-1-carboxylate). Solvent: O1CCOCC1 (dioxane), O (water). Yield: 155.6%. Reported procedure: A solution of tert-butyl 3-((7-chloropyrido[4,3-b]pyrazin-5-ylamino)methyl)-4,4-difluoropiperidine-1-carboxylate (173 mg, 0.42 mmol), ethyl 2-(methyl(4-(4,4,5,5-tetramethyl-1,3,2-dioxaborolan-2-yl)phenyl)amino)acetate (200 mg, 0.63 mmol), Pd(PPh3)4 and Cs2CO3 in 4 mL of dioxane and 0.5 mL of water was stirred at 160° C. for 1 hour. The volatiles were removed in vacuo, and the residue was purified by chromatography with MeOH/H2O (1:8˜5:1) to give 373 mg of title compound. The reagents and catalysts are C=1C=CC(=CC1)[P](C=2C=CC=CC2)(C=3C=CC=CC3)[Pd]([P](C=4C=CC=CC4)(C=5C=CC=CC5)C=6C=CC=CC6)([P](C=7C=CC=CC7)(C=8C=CC=CC8)C=9C=CC=CC9)[P](C=1C=CC=CC1)(C=1C=CC=CC1)C=1C=CC=CC1 (Pd(PPh3)4). Starting materials: BrB(Br)Br, C=CCc1cc(C(=O)c2ccccc2)c(OC)cc1OCCCCC#N, [Cl-], ClCCl, [NH4+]. Yields the product C=CCc1cc(C(=O)c2ccccc2)c(O)cc1OCCCCC#N. Reaction SMILES: [B:27]([Br:28])([Br:29])[Br:30].[C:1]([c:2]1[cH:3][cH:4][cH:5][cH:6][cH:7]1)(=[O:8])[c:9]1[cH:10][c:11]([CH2:24][CH:25]=[CH2:26])[c:12]([O:13][CH2:14][CH2:15][CH2:16][CH2:17][C:18]#[N:19])[cH:20][c:21]1[O:22][CH3:23].[Cl-:31].[Cl:33][CH2:34][Cl:35].[NH4+:32]>>[C:1]([c:2]1[cH:3][cH:4][cH:5][cH:6][cH:7]1)(=[O:8])[c:9]1[cH:10][c:11]([CH2:24][CH:25]=[CH2:26])[c:12]([O:13][CH2:14][CH2:15][CH2:16][CH2:17][C:18]#[N:19])[cH:20][c:21]1[OH:22]. The reactants are CN1CC(CO)C=C2c3cccc4c3c(cn4C(C)(C)C)CC21, CO. Yields the product COC12CC(CO)CN(C)C1Cc1cn(C(C)(C)C)c3cccc2c13. Reaction SMILES: [C:1]([CH3:2])([CH3:3])([CH3:4])[n:5]1[cH:6][c:7]2[c:20]3[c:15]([cH:16][cH:17][cH:18][c:19]13)[C:14]1=[CH:13][CH:12]([CH2:21][OH:22])[CH2:11][N:10]([CH3:23])[CH:9]1[CH2:8]2.[CH3:24][OH:25]>>[C:1]([CH3:2])([CH3:3])([CH3:4])[n:5]1[cH:6][c:7]2[c:20]3[c:15]([cH:16][cH:17][cH:18][c:19]13)[C:14]1([O:25][CH3:24])[CH:9]([CH2:8]2)[N:10]([CH3:23])[CH2:11][CH:12]([CH2:21][OH:22])[CH2:13]1. The reactants are [Ag] (silver), ClC=1C(=C(C(=C(C1C(=O)O)C(=O)O)Cl)Cl)Cl (tetrachlorophthalic acid), [Ag] (silver). Yields the product [Ag] (silver), ClC=1C(=C(C(=C(C1C(=O)[O-])C(=O)[O-])Cl)Cl)Cl.[Ag+2] (silver tetrachlorophthalate). RXN SMILES: [Cl:1][C:2]1[C:3]([Cl:16])=[C:4]([Cl:15])[C:5]([Cl:14])=[C:6]([C:11]([OH:13])=[O:12])[C:7]=1[C:8]([OH:10])=[O:9].[Ag:17]>>[Ag:17].[Cl:1][C:2]1[C:3]([Cl:16])=[C:4]([Cl:15])[C:5]([Cl:14])=[C:6]([C:11]([O-:13])=[O:12])[C:7]=1[C:8]([O-:10])=[O:9].[Ag+2:17] |f:3.4|. Reported procedure: A photothermographic silver soap dispersion was prepared as described in U.S. Pat. No. 5,434,043. A second ligand, tetrachlorophthalic acid, capable of coordination with silver was then added and allowed to exchange with the dispersed silver salt to form a shell of silver tetrachlorophthalate on the original core. Photothermographic films were then constructed also as described in U.S. Pat. No. 5,434,043. The reactants are ClC1=C(C=CC=C1)NC(NC=1C=CC(=NC1)C1=CC=C2CN(C(C2=C1)=O)[C@H](C(=O)O)C(C)C)=O ((S)-2-(6-(5-(3-(2-Chlorophenyl)ureido)pyridin-2-yl)-1-oxoisoindolin-2-yl)-3-methylbutanoic acid), CC=1C=C(C=CC1C)NC(NC=1C=CC(=NC1)C1=CC=C2CN(C(C2=C1)=O)[C@H](C(=O)OC)C(C)C)=O ((S)-Methyl 2-(6-(5-(3-(3,4-dimethylphenyl)ureido)pyridin-2-yl)-1-oxoisoindolin-2-yl)-3-methylbutanoate). Product: CC=1C=C(C=CC1C)NC(NC=1C=CC(=NC1)C1=CC=C2CN(C(C2=C1)=O)[C@H](C(=O)O)C(C)C)=O ((S)-2-(6-(5-(3-(3,4-Dimethylphenyl)ureido)pyridin-2-yl)-1-oxoisoindolin-2-yl)-3-methylbutanoic acid). Yield: 96.0%. Reaction SMILES: ClC1C=CC=CC=1NC(=O)NC1C=CC(C2C=C3C(CN([C@@H](C(C)C)C(O)=O)C3=O)=CC=2)=NC=1.[CH3:35][C:36]1[CH:37]=[C:38]([NH:43][C:44](=[O:70])[NH:45][C:46]2[CH:47]=[CH:48][C:49]([C:52]3[CH:60]=[C:59]4[C:55]([CH2:56][N:57]([C@@H:62]([CH:67]([CH3:69])[CH3:68])[C:63]([O:65]C)=[O:64])[C:58]4=[O:61])=[CH:54][CH:53]=3)=[N:50][CH:51]=2)[CH:39]=[CH:40][C:41]=1[CH3:42]>>[CH3:35][C:36]1[CH:37]=[C:38]([NH:43][C:44](=[O:70])[NH:45][C:46]2[CH:47]=[CH:48][C:49]([C:52]3[CH:60]=[C:59]4[C:55]([CH2:56][N:57]([C@@H:62]([CH:67]([CH3:68])[CH3:69])[C:63]([OH:65])=[O:64])[C:58]4=[O:61])=[CH:54][CH:53]=3)=[N:50][CH:51]=2)[CH:39]=[CH:40][C:41]=1[CH3:42]. Reported procedure: The compound of example 398 was prepared analogous to the compound of example 394 by hydrolysis of the compound of example 397. Reactants: [C@H]12[C@H](NC[C@@H]2C1)CNC(=O)C1=C(N=C2SC=CN21)C (6-Methyl-imidazo[2,1-b]thiazole-5-carboxylic acid [(1S,2S,5R)-1-(3-aza-bicyclo[3.1.0]hex-2-yl)methyl]-amide), FC1=CC=C(C=C1)C1=C(N=C(S1)C)C(=O)O (5-(4-Fluoro-phenyl)-2-methyl-thiazole-4-carboxylic acid). Yields the product FC1=CC=C(C=C1)C1=C(N=C(S1)C)C(=O)N1[C@@H]([C@H]2C[C@H]2C1)CNC(=O)C1=C(N=C2SC=CN21)C (6-Methyl-imidazo[2,1-b]thiazole-5-carboxylic acid{(1S,2S,5R)-3-[5-(4-fluoro-phenyl)-2-methyl-thiazole-4-carbonyl]-3-aza-bicyclo[3.1.0]hex-2-ylmethyl}-amide). Reaction SMILES: [C@H:1]12[CH2:6][C@H:5]1[CH2:4][NH:3][C@@H:2]2[CH2:7][NH:8][C:9]([C:11]1[N:18]2[C:14]([S:15][CH:16]=[CH:17]2)=[N:13][C:12]=1[CH3:19])=[O:10].[F:20][C:21]1[CH:26]=[CH:25][C:24]([C:27]2[S:31][C:30]([CH3:32])=[N:29][C:28]=2[C:33](O)=[O:34])=[CH:23][CH:22]=1>>[F:20][C:21]1[CH:22]=[CH:23][C:24]([C:27]2[S:31][C:30]([CH3:32])=[N:29][C:28]=2[C:33]([N:3]2[CH2:4][C@H:5]3[C@H:1]([CH2:6]3)[C@H:2]2[CH2:7][NH:8][C:9]([C:11]2[N:18]3[C:14]([S:15][CH:16]=[CH:17]3)=[N:13][C:12]=2[CH3:19])=[O:10])=[O:34])=[CH:25][CH:26]=1. Procedure details: prepared by reaction of 6-Methyl-imidazo[2,1-b]thiazole-5-carboxylic acid [(1S,2S,5R)-1-(3-aza-bicyclo[3.1.0]hex-2-yl)methyl]-amide with 5-(4-Fluoro-phenyl)-2-methyl-thiazole-4-carboxylic acid.